From a dataset of the Open Reaction Database (ORD), a public repository of structured organic reaction records. describe an organic reaction: reactants, conditions, products, and yield The reactants are N([C@H](CC(C)C)C(=O)N[C@@H](CCSC)C(=O)N)C(=O)OC(C)(C)C (BocDLeu-MetNH2), Cl (hydrogen chloride). The solvent is C(C)(=O)O (acetic acid). Yields the product N[C@H](CC(C)C)C(=O)N[C@@H](CCSC)C(=O)N (HDLeu-MetNH2). The yield is 78.0%. As a reaction SMILES: [NH:1](C(OC(C)(C)C)=O)[C@@H:2]([C:7]([NH:9][C@H:10]([C:15]([NH2:17])=[O:16])[CH2:11][CH2:12][S:13][CH3:14])=[O:8])[CH2:3][CH:4]([CH3:6])[CH3:5].Cl>C(O)(=O)C>[NH2:1][C@@H:2]([C:7]([NH:9][C@H:10]([C:15]([NH2:17])=[O:16])[CH2:11][CH2:12][S:13][CH3:14])=[O:8])[CH2:3][CH:4]([CH3:6])[CH3:5]. Reported procedure: Condensation of BocDLeuOH (2.49 g.) and HMetNH2 (1.85 g.) by the mixed anhydride method using isobutyl chloroformate gave BocDLeu-MetNH2 in 47% yield. De-t-butoxycarbonylation of BocDLeu-MetNH2 (1.70 g.) using hydrogen chloride in acetic acid gave HDLeu-MetNH2 in 78% yield. Condensation of BocGlyOSu (1.8 g.) and HDLeu-MetNH2 (1.0 g.) by the activated ester method gave BocGly-DLeu-MetNH2 in 95% yield. De-t-butoxycarbonylation of BocGly-DLeu-MetNH2 (1.35 g.) using hydrogen chloride in acetic acid ... Reactants: NC1=C(C=C(C=C1)O)N(C(OC(C)(C)C)=O)C (t-butyl N-(2-amino-5-hydroxyphenyl)-N-methylcarbamate), C(=O)(O)COC1=CC=C(CC2C(NC(S2)=O)=O)C=C1 (5-(4-carboxymethoxybenzyl)thiazolidine-2,4-dione), C(#N)P(OCC)(OCC)=O (diethyl cyanophosphonate). Solvent: O1CCCC1 (tetrahydrofuran). Conditions: time 8 hour. The product is OC=1C=CC(=C(C1)N(C(OC(C)(C)C)=O)C)NC(=O)COC1=CC=C(C=C1)CC1C(NC(S1)=O)=O (t-butyl N-{5-hydroxy-2-[4-(2,4-dioxothiazolidin-5-ylmethyl) phenoxymethylcarbonylamino]phenyl}-N-methylcarbamate). The yield is 82.9%. Reaction SMILES: [NH2:1][C:2]1[CH:7]=[CH:6][C:5]([OH:8])=[CH:4][C:3]=1[N:9]([CH3:17])[C:10](=[O:16])[O:11][C:12]([CH3:15])([CH3:14])[CH3:13].[C:18]([CH2:21][O:22][C:23]1[CH:36]=[CH:35][C:26]([CH2:27][CH:28]2[S:32][C:31](=[O:33])[NH:30][C:29]2=[O:34])=[CH:25][CH:24]=1)(O)=[O:19].C(P(=O)(OCC)OCC)#N>O1CCCC1>[OH:8][C:5]1[CH:6]=[CH:7][C:2]([NH:1][C:18]([CH2:21][O:22][C:23]2[CH:36]=[CH:35][C:26]([CH2:27][CH:28]3[S:32][C:31](=[O:33])[NH:30][C:29]3=[O:34])=[CH:25][CH:24]=2)=[O:19])=[C:3]([N:9]([CH3:17])[C:10](=[O:16])[O:11][C:12]([CH3:13])([CH3:14])[CH3:15])[CH:4]=1. Reported procedure: A mixture of t-butyl N-(2-amino-5-hydroxyphenyl)-N-methylcarbamate (0.43 g), 5-(4-carboxymethoxybenzyl)thiazolidine-2,4-dione (0.51 g), diethyl cyanophosphonate (0.29 g) triethylamine (0.18 g) and tetrahydrofuran (20 ml) was stirred at room temperature for 8 hours. The reaction mixture was concentrated and the residue was partitioned between ethyl acetate and water. The extract was dried over anhydrous sodium sulfate and concentrated under reduced pressure. The residue was chromatographed on a s... The reactants are O=C([O-])[O-], CS(C)=O, Cc1ccccc1, [Cl-], Fc1cc(F)cc(F)c1, [K+], [K+], Cc1cc(N)cc(C)c1O, O. The product is Cc1cc(N)cc(C)c1Oc1cc(F)cc(F)c1. Reaction SMILES: [C:20](=[O:21])([O-:22])[O-:23].[CH3:27][S:28]([CH3:29])=[O:30].[CH3:31][c:32]1[cH:33][cH:34][cH:35][cH:36][cH:37]1.[Cl-:26].[F:11][c:12]1[cH:13][c:14]([F:19])[cH:15][c:16]([F:18])[cH:17]1.[K+:24].[K+:25].[NH2:1][c:2]1[cH:3][c:4]([CH3:10])[c:5]([OH:9])[c:6]([CH3:8])[cH:7]1.[OH2:38]>>[NH2:1][c:2]1[cH:3][c:4]([CH3:10])[c:5]([O:9][c:16]2[cH:15][c:14]([F:19])[cH:13][c:12]([F:11])[cH:17]2)[c:6]([CH3:8])[cH:7]1. Reactants: resultant mixture, ice, CS(=O)C (Dimethyl sulfoxide), C(C(=O)Cl)(=O)Cl (oxalylchloride), C(C1=CC=CC=C1)OC(=O)N1C[C@H]([C@H](C1)CO)NC(=O)OC(C)(C)C ((3S,4S)-1-benzyloxycarbonyl-3-(tert-butoxycarbonyl)amino-4-hydroxymethylpyrrolidine), resultant mixture, aldehyde, C(CC(O)(C(=O)O)CC(=O)O)(=O)O (citric acid), resultant mixture. The solvent is ClCCl (dichloromethane), ClCCl (dichloromethane), C(C)N(CC)CC (triethylamine), C(C)N(CC)CC (triethylamine), ClCCl (dichloromethane), C(C)N(CC)CC (triethylamine). Run at temperature -78 celsius, time 20 minute. The product is C(C1=CC=CC=C1)OC(=O)N1C[C@H](C(C1)C=O)NC(=O)OC(C)(C)C ((3S)-1-Benzyloxycarbonyl-3-(tert-butoxycarbonyl)amino-4-formylpyrrolidine). As a reaction SMILES: CS(C)=O.C(Cl)(=O)C(Cl)=O.[CH2:11]([O:18][C:19]([N:21]1[CH2:25][C@H:24]([CH2:26][OH:27])[C@H:23]([NH:28][C:29]([O:31][C:32]([CH3:35])([CH3:34])[CH3:33])=[O:30])[CH2:22]1)=[O:20])[C:12]1[CH:17]=[CH:16][CH:15]=[CH:14][CH:13]=1.C(O)(=O)CC(CC(O)=O)(C(O)=O)O>ClCCl.C(N(CC)CC)C>[CH2:11]([O:18][C:19]([N:21]1[CH2:25][CH:24]([CH:26]=[O:27])[C@H:23]([NH:28][C:29]([O:31][C:32]([CH3:35])([CH3:34])[CH3:33])=[O:30])[CH2:22]1)=[O:20])[C:12]1[CH:13]=[CH:14][CH:15]=[CH:16][CH:17]=1. Reported procedure: Dimethyl sulfoxide (5.10 mL, 59.3 mmol) was added to a solution of oxalylchloride (5.00 mL, 57.3 mmol) in dichloromethane (100 mL), and the mixture was stirred at −78° C. for 20 minutes. Subsequently, a solution of (3S,4S)-1-benzyloxycarbonyl-3-(tert-butoxycarbonyl)amino-4-hydroxymethylpyrrolidine (8.00 g, 22.8 mmol) in dichloromethane (85 mL) was added dropwise slowly thereto, followed by stirring at the same temperature for 30 minutes, and further at −43° C. for 1 hour. Subsequently, triethyla... Starting materials: ClC=1C=NC(=NC1)OC1=CC=C(C=C1)O (4-(5-chloro-2-pyrimidyloxy)phenol), [N+](=O)(O)[O-] (nitric acid), O (water). The solvent is C(C)(=O)O (acetic acid). The product is ClC=1C=NC(=NC1)OC1=CC(=C(C=C1)O)[N+](=O)[O-] (4-(5-chloro-2-pyrimidyloxy)-2-nitrophenol). Isolated yield 53.5%. RXN SMILES: [Cl:1][C:2]1[CH:3]=[N:4][C:5]([O:8][C:9]2[CH:14]=[CH:13][C:12]([OH:15])=[CH:11][CH:10]=2)=[N:6][CH:7]=1.[N+:16]([O-])([OH:18])=[O:17].O>C(O)(=O)C>[Cl:1][C:2]1[CH:7]=[N:6][C:5]([O:8][C:9]2[CH:10]=[CH:11][C:12]([OH:15])=[C:13]([N+:16]([O-:18])=[O:17])[CH:14]=2)=[N:4][CH:3]=1. Procedure details: A solution of 4-(5-chloro-2-pyrimidyloxy)phenol (1.4 g) in acetic acid (20 ml) was treated with fuming nitric acid (0.5 g) at 25° C. After 4 hours the mixture was poured into water and extracted with chloroform (2×100 ml). The chloroform extracts were dried (Mg2O4) and evaporated to a yellow solid which was chromatographed on silica gel (40 g). Elution with chloroform gave 4-(5-chloro-2-pyrimidyloxy)-2-nitrophenol (0.9 g) as pale yellow crystals. Starting materials: N1N=C(N=C1)CC1=CC=C(C#N)C=C1 (4-[1-(1,2,4-triazolyl)methyl]benzonitrile), c-bromo-4-tolunitrile, N1N=CN=C1 (1,2,4-triazole). The solvent is C(C)#N (acetonitrile), C(Cl)(Cl)Cl (chloroform). Yields the product C1=CC(=CC=C1C#N)C(C=2C=CC(=CC2)C#N)N3C=NC=N3 (letrozole). Reaction SMILES: N1C=N[C:3]([CH2:6][C:7]2[CH:14]=[CH:13][C:10]([C:11]#[N:12])=[CH:9][CH:8]=2)=N1.[NH:15]1[CH:19]=[N:18][CH:17]=[N:16]1>C(#N)C.C(Cl)(Cl)Cl>[CH:13]1[C:10]([C:11]#[N:12])=[CH:9][CH:8]=[C:7]([CH:6]([N:15]2[N:16]=[CH:17][N:18]=[CH:19]2)[C:3]2[CH:8]=[CH:9][C:10]([C:11]#[N:12])=[CH:13][CH:14]=2)[CH:14]=1. Procedure details: U.S. Pat. No. 5,473,078 (“the '078 patent”) describes a method for preparing 4-[1-(1,2,4-triazolyl)methyl]benzonitrile by refluxing a solution of c-bromo-4-tolunitrile with 1,2,4-triazole for 15 hours in a mixture of acetonitrile and chloroform. The intermediate is purified by chromatography on silica gel, eluting with chloroform and isopropanol, and then reacted with 4-fluorobenzonitrile and potassium tert-butoxide in DMF, to obtain letrozole. An exemplary process described in the '078 patent i... Run at time 2 hour. The reactants are BrC1=CC(=C(S1)C(=O)OC)NC(C(F)(F)F)=O (methyl 5-bromo-3-[(trifluoroacetyl)amino]thiophene-2-carboxylate), C([O-])([O-])=O.[K+].[K+] (potassium carbonate), CO (methanol). The yield is 87.6%. RXN SMILES: [Br:1][C:2]1[S:6][C:5]([C:7]([O:9][CH3:10])=[O:8])=[C:4]([NH:11]C(=O)C(F)(F)F)[CH:3]=1.C(=O)([O-])[O-].[K+].[K+].CO>O>[NH2:11][C:4]1[CH:3]=[C:2]([Br:1])[S:6][C:5]=1[C:7]([O:9][CH3:10])=[O:8] |f:1.2.3|. The product is NC1=C(SC(=C1)Br)C(=O)OC (methyl 3-amino-5-bromothiophene-2-carboxylate). Run in O (water). Reported procedure: A mixture of methyl 5-bromo-3-[(trifluoroacetyl)amino]thiophene-2-carboxylate (5.3 g), potassium carbonate (10 g), methanol (100 mL) and water (25 mL) was stirred at room temperature for 2 hr. The reaction system was concentrated under reduced pressure, and ethyl acetate and water were poured thereinto. The mixture was extracted with ethyl acetate, washed with brine, and dried over anhydrous sodium sulfate. Insoluble material was removed by filtration, and the filtrate was concentrated under red...